Dataset: the Open Reaction Database (ORD), a public repository of structured organic reaction records. Task: describe an organic reaction: reactants, conditions, products, and yield The reactants are FC1=C(C=CC(=C1OC)[N+](=O)[O-])C(=O)N1CCOCC1 ((2-fluoro-3-methoxy-4-nitrophenyl)(morpholino)methanone). Reagents/catalysts: [Pd] (palladium on carbon). Solvent: C(C)O (ethanol). The product is NC1=C(C(=C(C=C1)C(=O)N1CCOCC1)F)OC ((4-amino-2-fluoro-3-methoxyphenyl)(morpholino)methanone). As a reaction SMILES: [F:1][C:2]1[C:7]([O:8][CH3:9])=[C:6]([N+:10]([O-])=O)[CH:5]=[CH:4][C:3]=1[C:13]([N:15]1[CH2:20][CH2:19][O:18][CH2:17][CH2:16]1)=[O:14]>[Pd].C(O)C>[NH2:10][C:6]1[CH:5]=[CH:4][C:3]([C:13]([N:15]2[CH2:16][CH2:17][O:18][CH2:19][CH2:20]2)=[O:14])=[C:2]([F:1])[C:7]=1[O:8][CH3:9]. Procedure details: A suspenion of (2-fluoro-3-methoxy-4-nitrophenyl)(morpholino)methanone (0.20 g) and palladium on carbon (0.1 g, 10 wt %) in ethanol was stirred under hydrogen for 18 hours. The reaction then filtered through celite and concentrated to give (4-amino-2-fluoro-3-methoxyphenyl)(morpholino)methanone. Starting materials: COC(=O)C1=CC=C2C(=NNC2=C1)C (6-(methoxycarbonyl)-3-methyl-1H-indazole), ClC1=C(CBr)C=CC(=C1)C1=CC=CC=C1 (2-chloro-4-phenylbenzyl bromide), C([O-])([O-])=O.[K+].[K+] (potassium carbonate), C(C)(=O)OCC (ethyl acetate). The solvent is O (water), CCCCCC (Hexane), O (water). Run at temperature 70 celsius, time 14 hour. Yields the product ClC1=C(CN2N=C3C=C(C=CC3=C2C)C(=O)OC)C=CC(=C1)C1=CC=CC=C1 (2-(2-Chloro-4-phenylbenzyl)-6-(methoxycarbonyl)-3-methyl-2H-indazole). Yield: 26.1%. As a reaction SMILES: [CH3:1][O:2][C:3]([C:5]1[CH:13]=[C:12]2[C:8]([C:9]([CH3:14])=[N:10][NH:11]2)=[CH:7][CH:6]=1)=[O:4].[Cl:15][C:16]1[CH:23]=[C:22]([C:24]2[CH:29]=[CH:28][CH:27]=[CH:26][CH:25]=2)[CH:21]=[CH:20][C:17]=1[CH2:18]Br.C(=O)([O-])[O-].[K+].[K+].C(OCC)(=O)C>O.CCCCCC>[Cl:15][C:16]1[CH:23]=[C:22]([C:24]2[CH:25]=[CH:26][CH:27]=[CH:28][CH:29]=2)[CH:21]=[CH:20][C:17]=1[CH2:18][N:10]1[C:9]([CH3:14])=[C:8]2[C:12]([CH:13]=[C:5]([C:3]([O:2][CH3:1])=[O:4])[CH:6]=[CH:7]2)=[N:11]1 |f:2.3.4|. Procedure: A mixture of 6-(methoxycarbonyl)-3-methyl-1H-indazole (1.90 g), 2-chloro-4-phenylbenzyl bromide (3.37 g), potassium carbonate (2.76 g), ethyl acetate(10 ml) and water (5 ml) was stirred for 14 hr at 70° C. Hexane and water were added, and the precipitated solid was collected by filtration and washed with a mixed solvent of ethyl acetate and hexane (2/3). This was dried under reduced pressure to give the objective compound (1.02 g).